Dataset: the Open Reaction Database (ORD), a public repository of structured organic reaction records. Task: describe an organic reaction: reactants, conditions, products, and yield Starting materials: C1(C=2C(C(=O)O1)=CC=CC2)=O (phthalic anhydride), C1(=CC=CC=C1)C(C)N ((-)α-phenylethylamine), ester, C(C=1C(C(=O)N)=CC=CC1)(=O)O (phthalamic acid), C(#C)C(C1=CC(=CC=C1)OC1=CC=CC=C1)O (racemic α-ethynyl-3-phenoxybenzyl alcohol). The product is C1(=CC=CC=C1)C(C)NC(C=1C(C(=O)O)=CC=CC1)=O ((-)-N-α-phenylethylphthalamic acid). Reaction SMILES: [C:1]1(=[O:11])[O:6][C:4](=[O:5])[C:3]2=[CH:7][CH:8]=[CH:9][CH:10]=[C:2]12.[C:12]1([CH:18]([NH2:20])[CH3:19])[CH:17]=[CH:16][CH:15]=[CH:14][CH:13]=1.C(O)(=O)C1C(=CC=CC=1)C(N)=O.C(C(O)C1C=CC=C(OC2C=CC=CC=2)C=1)#C>>[C:12]1([CH:18]([NH:20][C:4](=[O:5])[C:3]2[C:2](=[CH:10][CH:9]=[CH:8][CH:7]=2)[C:1]([OH:6])=[O:11])[CH3:19])[CH:17]=[CH:16][CH:15]=[CH:14][CH:13]=1. Procedure: (-)-N-α-phenylethylphthalamic acid was prepared from phthalic anhydride and (-)α-phenylethylamine by the method of Mann and Wastom (J. Chem. Soc., 1947, 510). The ester of this phthalamic acid with racemic α-ethynyl-3-phenoxybenzyl alcohol was prepared by the method of Human and Mills (J. Chem. Soc., 1949, S77). The individual (-)(+) and (-)(-) ester diastereoisomers were separated by chromatography (HPLC) and then hydrolysed with a slight excess of alkali to recover the resolved α-ethynyl-3'-ph...